From a dataset of the Open Reaction Database (ORD), a public repository of structured organic reaction records. describe an organic reaction: reactants, conditions, products, and yield Starting materials: [N+](=O)([O-])C1=CC=C(CCCNCCCC2=CC=C(C=C2)[N+](=O)[O-])C=C1 (N,N-bis-(4-nitrophenethyl)methylamine). Reagents/catalysts: [Pd] (Pd/C). Solvent: C(C)O (ethanol). Run at time 4 hour. The product is NC1=CC=C(CCCNCCCC2=CC=C(C=C2)N)C=C1 (N,N-Bis(4-aminophenethyl)methylamine). RXN SMILES: [N+:1]([C:4]1[CH:25]=[CH:24][C:7]([CH2:8][CH2:9][CH2:10][NH:11][CH2:12][CH2:13][CH2:14][C:15]2[CH:20]=[CH:19][C:18]([N+:21]([O-])=O)=[CH:17][CH:16]=2)=[CH:6][CH:5]=1)([O-])=O>C(O)C.[Pd]>[NH2:1][C:4]1[CH:5]=[CH:6][C:7]([CH2:8][CH2:9][CH2:10][NH:11][CH2:12][CH2:13][CH2:14][C:15]2[CH:16]=[CH:17][C:18]([NH2:21])=[CH:19][CH:20]=2)=[CH:24][CH:25]=1. Procedure details: A solution of N,N-bis-(4-nitrophenethyl)methylamine (1.2 g, 3.6 mmol) in ethanol (50 ml) containing 5% Pd/C (0.15 g) was stirred under a hydrogen atmosphere (50 p.s.i.) for 4 hours. The reaction mixture was filtered and the solvent evaporated to give the title compound as an oil, yield 1.0 g, which was used directly without further purification.